Dataset: the Open Reaction Database (ORD), a public repository of structured organic reaction records. Task: describe an organic reaction: reactants, conditions, products, and yield Starting materials: COCCO, CS(C)=O, Nc1cc(Cl)c(-n2cccc2)cc1[N+](=O)[O-], [K+], [OH-]. The product is COCCOc1cc(N)c([N+](=O)[O-])cc1-n1cccc1. Reaction SMILES: [CH3:17][O:18][CH2:19][CH2:20][OH:21].[CH3:24][S:25]([CH3:26])=[O:27].[Cl:1][c:2]1[c:3](-[n:12]2[cH:13][cH:14][cH:15][cH:16]2)[cH:4][c:5]([N+:9](=[O:10])[O-:11])[c:6]([NH2:8])[cH:7]1.[K+:23].[OH-:22]>>[c:2]1([O:21][CH2:20][CH2:19][O:18][CH3:17])[c:3](-[n:12]2[cH:13][cH:14][cH:15][cH:16]2)[cH:4][c:5]([N+:9](=[O:10])[O-:11])[c:6]([NH2:8])[cH:7]1. Reactants: CC(=O)Cl, OCC(F)=CC1(c2ccc(Cl)cc2)CC1, O, c1ccccc1, c1ccncc1. Yields the product CC(=O)OCC(F)=CC1(c2ccc(Cl)cc2)CC1. Reaction SMILES: [CH3:1][C:2]([Cl:3])=[O:4].[Cl:5][c:6]1[cH:7][cH:8][c:9]([C:12]2([CH:15]=[C:16]([CH2:17][OH:18])[F:19])[CH2:13][CH2:14]2)[cH:10][cH:11]1.[OH2:20].[cH:21]1[cH:22][cH:23][cH:24][cH:25][cH:26]1.[cH:27]1[cH:28][cH:29][n:30][cH:31][cH:32]1>>[CH3:1][C:2](=[O:4])[O:18][CH2:17][C:16](=[CH:15][C:12]1([c:9]2[cH:8][cH:7][c:6]([Cl:5])[cH:11][cH:10]2)[CH2:13][CH2:14]1)[F:19]. Reactants: O=C(Cl)c1ccccc1, Cl, CN(C(=O)N(C)C1CN(C(=O)C2CCC(N)CC2)CC1c1ccc(F)cc1)c1cc(C(F)(F)F)cc(C(F)(F)F)c1. Yields the product CN(C(=O)N(C)C1CN(C(=O)C2CCC(NC(=O)c3ccccc3)CC2)CC1c1ccc(F)cc1)c1cc(C(F)(F)F)cc(C(F)(F)F)c1. Reaction SMILES: [C:43]([c:44]1[cH:45][cH:46][cH:47][cH:48][cH:49]1)(=[O:50])[Cl:51].[ClH:1].[NH2:2][CH:3]1[CH2:4][CH2:5][CH:6]([C:9](=[O:10])[N:11]2[CH2:12][CH:13]([N:23]([C:24](=[O:25])[N:26]([CH3:27])[c:28]3[cH:29][c:30]([C:38]([F:39])([F:40])[F:41])[cH:31][c:32]([C:34]([F:35])([F:36])[F:37])[cH:33]3)[CH3:42])[CH:14]([c:16]3[cH:17][cH:18][c:19]([F:22])[cH:20][cH:21]3)[CH2:15]2)[CH2:7][CH2:8]1>>[NH:2]([CH:3]1[CH2:4][CH2:5][CH:6]([C:9](=[O:10])[N:11]2[CH2:12][CH:13]([N:23]([C:24](=[O:25])[N:26]([CH3:27])[c:28]3[cH:29][c:30]([C:38]([F:39])([F:40])[F:41])[cH:31][c:32]([C:34]([F:35])([F:36])[F:37])[cH:33]3)[CH3:42])[CH:14]([c:16]3[cH:17][cH:18][c:19]([F:22])[cH:20][cH:21]3)[CH2:15]2)[CH2:7][CH2:8]1)[C:43]([c:44]1[cH:45][cH:46][cH:47][cH:48][cH:49]1)=[O:50]. Starting materials: Cc1ccccc1, CCCc1c(O)cc2oc3cc(Cl)cn3c(=O)c2c1O, O=C=NS(=O)(=O)Cl, ClCCl, O. Yields the product CCCc1c(O)cc2oc3cc(Cl)c(C(N)=O)n3c(=O)c2c1O. Reaction SMILES: [CH3:29][c:30]1[cH:31][cH:32][cH:33][cH:34][cH:35]1.[Cl:1][c:2]1[cH:3][c:4]2[o:5][c:6]3[c:7]([c:8](=[O:11])[n:9]2[cH:10]1)[c:12]([OH:20])[c:13]([CH2:17][CH2:18][CH3:19])[c:14]([OH:16])[cH:15]3.[Cl:21][S:22](=[O:23])(=[O:24])[N:25]=[C:26]=[O:27].[Cl:36][CH2:37][Cl:38].[OH2:28]>>[Cl:1][c:2]1[cH:3][c:4]2[o:5][c:6]3[c:7]([c:8](=[O:11])[n:9]2[c:10]1[C:26]([NH2:25])=[O:27])[c:12]([OH:20])[c:13]([CH2:17][CH2:18][CH3:19])[c:14]([OH:16])[cH:15]3.